The task is: describe an organic reaction: reactants, conditions, products, and yield. This data is from the Open Reaction Database (ORD), a public repository of structured organic reaction records. Reactants: BrC1=CC(=C(\C=N\NC(=O)N)C=C1)F ((E)-2-(4-Bromo-2-fluorobenzylidene)hydrazinecarboxamide), BrBr (Br2), CCOCC (Et2O). Solvent: CC(=O)O (AcOH). Reaction conditions: temperature 95 celsius, time 2 hour. The product is BrC1=CC(=C(C=C1)C=1NC(NN1)=O)F (5-(4-Bromo-2-fluorophenyl)-2H-1,2,4-triazol-3(4H)-one). As a reaction SMILES: [Br:1][C:2]1[CH:13]=[CH:12][C:5](/[CH:6]=[N:7]/[NH:8][C:9]([NH2:11])=[O:10])=[C:4]([F:14])[CH:3]=1.BrBr.CCOCC>CC(O)=O>[Br:1][C:2]1[CH:13]=[CH:12][C:5]([C:6]2[NH:11][C:9](=[O:10])[NH:8][N:7]=2)=[C:4]([F:14])[CH:3]=1. Reported procedure: A solution of compound 59a (7.2 g, 28 mmol) in AcOH (30 mL) was treated with Br2 (8.8 g, 55 mmol). The resulting solution was stirred at 95° C. for 2 h. The resulting solution was allowed to cool to rt and treated with Et2O (50 mL). The solids formed were collected by filtration to obtain compound 59b as a yellow solid. Mass Spectrum (LCMS, ESI pos.): Calcd. for C8H5BrFN3O: 258.0 (M+H). Found: 258.0. Starting materials: COCCBr, O=C([O-])[O-], CC#N, Cl, Fc1c(C2CCNCC2)cccc1C(F)(F)F, [K+], [K+]. Product: COCCN1CCC(c2cccc(C(F)(F)F)c2F)CC1. As a reaction SMILES: [Br:24][CH2:25][CH2:26][O:27][CH3:28].[C:18](=[O:19])([O-:20])[O-:21].[CH3:30][C:31]#[N:32].[ClH:29].[F:1][c:2]1[c:3]([CH:12]2[CH2:13][CH2:14][NH:15][CH2:16][CH2:17]2)[cH:4][cH:5][cH:6][c:7]1[C:8]([F:9])([F:10])[F:11].[K+:22].[K+:23]>>[F:1][c:2]1[c:3]([CH:12]2[CH2:13][CH2:14][N:15]([CH2:25][CH2:26][O:27][CH3:28])[CH2:16][CH2:17]2)[cH:4][cH:5][cH:6][c:7]1[C:8]([F:9])([F:10])[F:11]. Reactants: O1CCCC1 (tetrahydrofuran), O1CCCC1 (tetrahydrofuran), C(CC(O)(C(=O)OCC)CC(=O)OCC)(=O)OCC (triethyl citrate), [H][H] (hydrogen). The reagents and catalysts are catalyst F. The product is C(C1CCCO1)CC(=O)OCC (ethyl tetrahydrofurfurylacetate), OCCC1COCC1 (3-(2'-hydroxyethyl)tetrahydrofuran). Yield: 30.0%. As a reaction SMILES: C(OCC)(=O)C[C:3]([CH2:10][C:11]([O:13][CH2:14][CH3:15])=O)([C:5]([O:7][CH2:8][CH3:9])=[O:6])O.[H][H].O1CCC[CH2:23]1>>[CH2:10]([CH2:3][C:5]([O:7][CH2:8][CH3:9])=[O:6])[CH:11]1[O:13][CH2:14][CH2:15][CH2:23]1.[OH:7][CH2:5][CH2:3][CH:10]1[CH2:15][CH2:14][O:13][CH2:11]1. Procedure details: 400 ml of triethyl citrate were hydrogenated at 175° C. and 50 bar together with 1100 ml of tetrahydrofuran and 60 g of catalyst F (4-mm tablets) until the take-up of hydrogen had ceased. The reaction product was freed from tetrahydrofuran and distilled under reduced pressure, giving 101 g (39%) of ethyl tetrahydrofurfurylacetate and 57 g (30%) of 3-(2'-hydroxyethyl)tetrahydrofuran. Starting materials: BrC1=CC=C(C=C1)C1(CC1)C1=NN=C2N1CCSC(C2)(C)CO[Si](C)(C)C(C)(C)C (3-[1-(4-Bromophenyl)cyclopropyl]-8-({[tert-butyl(dimethyl)silyl]oxy}methyl)-8-methyl-5,6,8,9-tetrahydro[1,2,4]triazolo[4,3-d][1,4]thiazepine), ClC1=C(C=NC=C1)B1OC(C)(C)C(C)(C)O1 (4-chloropyridine-3-boronic acid pinacol ester), C([O-])([O-])=O.[K+].[K+] (potassium carbonate), C(O)([O-])=O.[Na+] (sodium hydrogencarbonate). The reagents and catalysts are C=1C=CC(=CC1)[P](C=2C=CC=CC2)(C=3C=CC=CC3)[Pd]([P](C=4C=CC=CC4)(C=5C=CC=CC5)C=6C=CC=CC6)([P](C=7C=CC=CC7)(C=8C=CC=CC8)C=9C=CC=CC9)[P](C=1C=CC=CC1)(C=1C=CC=CC1)C=1C=CC=CC1 (tetrakis(triphenylphosphine)palladium(0)). The solvent is C(OC)COC (dimethoxyethane), O (water). Conditions: time 16 hour. Yields the product ClC1=C(C=NC=C1)C1=CC=C(C=C1)C1(CC1)C1=NN=C2N1CCSC(C2)(C)CO ((3-{1-[4-(4-Chloropyridin-3-yl)phenyl]cyclopropyl}-8-methyl-5,6,8,9-tetrahydro[1,2,4]triazolo[4,3-d][1,4]thiazepin-8-yl)methanol). The yield is 31.6%. RXN SMILES: Br[C:2]1[CH:7]=[CH:6][C:5]([C:8]2([C:11]3[N:15]4[CH2:16][CH2:17][S:18][C:19]([CH2:22][O:23][Si](C(C)(C)C)(C)C)([CH3:21])[CH2:20][C:14]4=[N:13][N:12]=3)[CH2:10][CH2:9]2)=[CH:4][CH:3]=1.[Cl:31][C:32]1[CH:37]=[CH:36][N:35]=[CH:34][C:33]=1B1OC(C)(C)C(C)(C)O1.C(=O)([O-])[O-].[K+].[K+].C(=O)([O-])O.[Na+]>C(COC)OC.O.C1C=CC([P]([Pd]([P](C2C=CC=CC=2)(C2C=CC=CC=2)C2C=CC=CC=2)([P](C2C=CC=CC=2)(C2C=CC=CC=2)C2C=CC=CC=2)[P](C2C=CC=CC=2)(C2C=CC=CC=2)C2C=CC=CC=2)(C2C=CC=CC=2)C2C=CC=CC=2)=CC=1>[Cl:31][C:32]1[CH:37]=[CH:36][N:35]=[CH:34][C:33]=1[C:2]1[CH:3]=[CH:4][C:5]([C:8]2([C:11]3[N:15]4[CH2:16][CH2:17][S:18][C:19]([CH2:22][OH:23])([CH3:21])[CH2:20][C:14]4=[N:13][N:12]=3)[CH2:9][CH2:10]2)=[CH:6][CH:7]=1 |f:2.3.4,5.6,^1:68,70,89,108|. Reported procedure: A solution of the compound (508 mg, 1.0 mmol) obtained in Example 16-4), 4-chloropyridine-3-boronic acid pinacol ester (366 mg, 1.5 mmol), tetrakis(triphenylphosphine)palladium(0) (231 mg, 0.2 mmol), and potassium carbonate (276 mg, 2 mmol) in dimethoxyethane (4 mL) and water (1 mL) was stirred at 130° C. for 1.5 h under microwave irradiation. The reaction mixture was cooled to room temperature, saturated aqueous sodium hydrogencarbonate was added to the reaction mixture, the mixture was extract... The reactants are C1CCOC1, CNS(C)(=O)=O, N#Cc1ccnc(Cl)n1, [H-], [Na+], O. Product: CN(c1nccc(C#N)n1)S(C)(=O)=O. Reaction SMILES: [CH2:18]1[O:19][CH2:20][CH2:21][CH2:22]1.[CH3:12][NH:13][S:14](=[O:15])(=[O:16])[CH3:17].[Cl:1][c:2]1[n:3][cH:4][cH:5][c:6]([C:8]#[N:9])[n:7]1.[H-:11].[Na+:10].[OH2:23]>>[c:2]1([N:13]([CH3:12])[S:14](=[O:15])(=[O:16])[CH3:17])[n:3][cH:4][cH:5][c:6]([C:8]#[N:9])[n:7]1.